This data is from the Open Reaction Database (ORD), a public repository of structured organic reaction records. The task is: describe an organic reaction: reactants, conditions, products, and yield Reactants: CN1C(=CC2=CC=CC=C12)C1=CC=CC=C1 (1-methyl-2-phenylindole), 4,4-cyclohexanonedicarboxylic acid, C(C)(=O)O (acetic acid), C(C)(=O)OC(C)=O (acetic anhydride), P(O)(O)(O)=O (phosphoric acid). The solvent is O (water). Run at time 17 hour. The product is CN1C(=C(C2=CC=CC=C12)C1=CCC(CC1)(C(=O)O)C(=O)O)C1=CC=CC=C1 (4-(1methyl-2-phenyl-1H-indol-3-yl)-3-cyclohexene-1,1-dicarboxylic acid). Yield: 52.0%. As a reaction SMILES: [CH3:1][N:2]1[C:10]2[C:5](=[CH:6][CH:7]=[CH:8][CH:9]=2)[CH:4]=[C:3]1[C:11]1[CH:16]=[CH:15][CH:14]=[CH:13][CH:12]=1.[C:17]([OH:20])(=[O:19])[CH3:18].C([O:24][C:25](=[O:27])C)(=O)C.P(=O)(O)(O)O>O>[CH3:1][N:2]1[C:10]2[C:5](=[CH:6][CH:7]=[CH:8][CH:9]=2)[C:4]([C:3]2[CH2:11][CH2:12][C:18]([C:25]([OH:24])=[O:27])([C:17]([OH:20])=[O:19])[CH2:5][CH:4]=2)=[C:3]1[C:11]1[CH:16]=[CH:15][CH:14]=[CH:13][CH:12]=1. Procedure: A mixture of 9.0 g (0.043 mol) of 1-methyl-2-phenylindole, 9.3 g (0.05 mol) 4,4-cyclohexanonedicarboxylic acid, 100 mL of acetic acid, 4.7 mL of acetic anhydride, and 1 mL of 85% phosphoric acid was stirred at room temperature for 17 h, and then 100 mL of water was added dropwise to give a white solid which was collected and washed with water. The solid was taken up in ether, washed with water three times and with brine two times, dried over magnesium sulfate, concentrated in vacuo, and crystall... The reactants are CC#N, N#Cc1cc([N+](=O)[O-])ccc1Cl, [K+], [K+], O=C([O-])[O-], SCc1ccccc1. The product is N#Cc1cc([N+](=O)[O-])ccc1SCc1ccccc1. As a reaction SMILES: [CH3:27][C:28]#[N:29].[Cl:1][c:2]1[c:3]([C:4]#[N:5])[cH:6][c:7]([N+:10](=[O:11])[O-:12])[cH:8][cH:9]1.[K+:13].[K+:14].[O-:15][C:16]([O-:17])=[O:18].[c:19]1([CH2:25][SH:26])[cH:20][cH:21][cH:22][cH:23][cH:24]1>>[c:2]1([S:26][CH2:25][c:19]2[cH:20][cH:21][cH:22][cH:23][cH:24]2)[c:3]([C:4]#[N:5])[cH:6][c:7]([N+:10](=[O:11])[O-:12])[cH:8][cH:9]1. Isolated yield 25.6%. Procedure: Anhydrous hexamethylphosphotriamide (5 cc) and 4-carboxy-5-(pyrazin-2-yl)-1,2-dithiole-3-thione (1.28 g) (prepared as described in Example 32) are added to a solution of dry sodium ethoxide (0.34 g) in anhydrous ethanol (5 cc). The suspension obtained is heated to a temperature of about 50° C., the resulting solution is cooled to a temperature of about 20° C. and then butyl iodide (1.7 g) is added. The reaction mixture is then maintained at a temperature of about 50° C. for 7 hours. An insoluble... Run in C(C)O (ethanol), C(C)(=O)OCC (ethyl acetate). Product: C(CCC)OC(=O)C=1C(SSC1C1=NC=CN=C1)=S (4-butoxycarbonyl-5-(pyrazin-2-yl)-1,2-dithiole-3-thione). RXN SMILES: CN(P(N(C)C)(N(C)C)=O)C.[C:12]([C:15]1[C:16](=[S:26])[S:17][S:18][C:19]=1[C:20]1[CH:25]=[N:24][CH:23]=[CH:22][N:21]=1)([OH:14])=[O:13].[O-]CC.[Na+].[CH2:31](I)[CH2:32][CH2:33][CH3:34]>C(O)C.C(OCC)(=O)C>[CH2:31]([O:13][C:12]([C:15]1[C:16](=[S:26])[S:17][S:18][C:19]=1[C:20]1[CH:25]=[N:24][CH:23]=[CH:22][N:21]=1)=[O:14])[CH2:32][CH2:33][CH3:34] |f:2.3|. Conditions: temperature 50 celsius. Starting materials: C(CCC)I (butyl iodide), CN(C)P(=O)(N(C)C)N(C)C (hexamethylphosphotriamide), C(=O)(O)C=1C(SSC1C1=NC=CN=C1)=S (4-carboxy-5-(pyrazin-2-yl)-1,2-dithiole-3-thione), [O-]CC.[Na+] (sodium ethoxide). Starting materials: CO, CC(c1ccc(Nc2nc(C(F)(F)F)cs2)cc1)c1nsnc1Cl, [Na+], [OH-]. The product is CC(c1ccc(Nc2nc(C(F)(F)F)cs2)cc1)c1nsnc1O. RXN SMILES: [CH3:27][OH:28].[Cl:1][c:2]1[c:3]([CH:7]([CH3:8])[c:9]2[cH:10][cH:11][c:12]([NH:15][c:16]3[s:17][cH:18][c:19]([C:21]([F:22])([F:23])[F:24])[n:20]3)[cH:13][cH:14]2)[n:4][s:5][n:6]1.[Na+:26].[OH-:25]>>[c:2]1([OH:25])[c:3]([CH:7]([CH3:8])[c:9]2[cH:10][cH:11][c:12]([NH:15][c:16]3[s:17][cH:18][c:19]([C:21]([F:22])([F:23])[F:24])[n:20]3)[cH:13][cH:14]2)[n:4][s:5][n:6]1. The reactants are [Al+3], COc1ccc(C(O)c2cccc3ccccc23)cc1, Cc1ccccc1O, CCCCC, [Cl-], [Cl-], [Cl-], Cl, c1ccccc1. The product is COc1ccc(C(c2ccc(O)c(C)c2)c2cccc3ccccc23)cc1. As a reaction SMILES: [Al+3:30].[CH3:1][O:2][c:3]1[cH:4][cH:5][c:6]([CH:9]([OH:10])[c:11]2[cH:12][cH:13][cH:14][c:15]3[cH:16][cH:17][cH:18][cH:19][c:20]23)[cH:7][cH:8]1.[CH3:21][c:22]1[cH:23][cH:24][cH:25][cH:26][c:27]1[OH:28].[CH3:34][CH2:35][CH2:36][CH2:37][CH3:38].[Cl-:29].[Cl-:31].[Cl-:32].[ClH:33].[cH:39]1[cH:40][cH:41][cH:42][cH:43][cH:44]1>>[CH3:1][O:2][c:3]1[cH:4][cH:5][c:6]([CH:9]([c:11]2[cH:12][cH:13][cH:14][c:15]3[cH:16][cH:17][cH:18][cH:19][c:20]23)[c:24]2[cH:23][c:22]([CH3:21])[c:27]([OH:28])[cH:26][cH:25]2)[cH:7][cH:8]1.